This data is from the Open Reaction Database (ORD), a public repository of structured organic reaction records. The task is: describe an organic reaction: reactants, conditions, products, and yield Reactants: BrC=1C=C(C(=CC1)N)N (4-bromobenzene-1,2-diamine), N(=O)[O-].[Na+] (NaNO2). Solvent: O.CC(=O)O (H2O AcOH). Yields the product BrC=1C=CC2=C(NN=N2)C1 (6-bromo-1H-benzo[d][1,2,3]triazole). The yield is 137.7%. RXN SMILES: [Br:1][C:2]1[CH:3]=[C:4]([NH2:9])[C:5]([NH2:8])=[CH:6][CH:7]=1.[N:10]([O-])=O.[Na+]>O.CC(O)=O>[Br:1][C:2]1[CH:7]=[CH:6][C:5]2[N:8]=[N:10][NH:9][C:4]=2[CH:3]=1 |f:1.2,3.4|. Procedure: The mixture of 4-bromobenzene-1,2-diamine (200 mg, 1.1 mmol) and NaNO2 (569 mg, 5.3 mmol) in H2O/AcOH (5 mL/50 mL) was reacted at 80° C. for 6 hours. The mixture was concentrated, the residue was dissolved in DCM and extracted with water, and the organic phase dried by Na2SO4 and concentrated to give 300 mg of crude product which was used without further purification. LCMS (m/z): 198.1/199.1 [M+H]+/[M+2H]+ Starting materials: ClC=1C=C(C=C(C1)Cl)C1(CC(=NO1)C1=CC(=C(C=O)C=C1)C)C(F)(F)F (4-[5-(3,5-Dichloro-phenyl)-5-trifluoromethyl-4,5-dihydro-isoxazol-3-yl]-2-methyl-benzaldehyde), ClC=1C=C(C=C(C1)Cl)C1(CC(=NO1)C1=CC(=C(C=O)C=C1)C)C(F)(F)F (4-[5-(3,5-Dichloro-phenyl)-5-trifluoromethyl-4,5-dihydro-isoxazol-3-yl]-2-methyl-benzaldehyde), Cl.NO (hydroxylamine hydrochloride), Cl (hydrochloric acid). The solvent is CO (MeOH). The product is ClC=1C=C(C=C(C1)Cl)C1(CC(=NO1)C1=CC(=C(C=NO)C=C1)C)C(F)(F)F (4-[5-(3,5-Dichloro-phenyl)-5-trifluoromethyl-4,5-dihydro-isoxazol-3-yl]-2-methyl-benzaldehyde oxime). Yield: 91.0%. RXN SMILES: [Cl:1][C:2]1[CH:3]=[C:4]([C:9]2([C:23]([F:26])([F:25])[F:24])[O:13][N:12]=[C:11]([C:14]3[CH:21]=[CH:20][C:17]([CH:18]=O)=[C:16]([CH3:22])[CH:15]=3)[CH2:10]2)[CH:5]=[C:6]([Cl:8])[CH:7]=1.Cl.[NH2:28][OH:29].Cl>CO>[Cl:1][C:2]1[CH:3]=[C:4]([C:9]2([C:23]([F:26])([F:25])[F:24])[O:13][N:12]=[C:11]([C:14]3[CH:21]=[CH:20][C:17]([CH:18]=[N:28][OH:29])=[C:16]([CH3:22])[CH:15]=3)[CH2:10]2)[CH:5]=[C:6]([Cl:8])[CH:7]=1 |f:1.2|. Procedure: A solution of 4-[5-(3,5-Dichloro-phenyl)-5-trifluoromethyl-4,5-dihydro-isoxazol-3-yl]-2-methyl-benzaldehyde (i.e. the product of Step 1, 5.00 g), hydroxylamine hydrochloride (1.30 g) and concentrated hydrochloric acid (1 mL, 1.05 g) in MeOH (37.5 mL) was stirred at 70° C. for 4 h. After cooling, the mixture was evaporated from all volatiles and partitioned between MTBE and water. The organic layer was separated and dried. Chromatography over silica gel yielded the title compound (4.70 g, 91%).